This data is from the Open Reaction Database (ORD), a public repository of structured organic reaction records. The task is: describe an organic reaction: reactants, conditions, products, and yield As a reaction SMILES: [CH3:25][C:26](=[O:27])[OH:28].[CH:1](=[O:2])[NH:3][C:4]([CH3:5])([CH3:6])[c:7]1[cH:8][cH:9][c:10]([C:13](=[O:14])[C:15](=[O:16])[c:17]2[cH:18][cH:19][cH:20][cH:21][cH:22]2)[cH:11][cH:12]1.[ClH:24].[OH2:23]>>[NH2:3][C:4]([CH3:5])([CH3:6])[c:7]1[cH:8][cH:9][c:10]([C:13](=[O:14])[C:15](=[O:16])[c:17]2[cH:18][cH:19][cH:20][cH:21][cH:22]2)[cH:11][cH:12]1. Yields the product CC(C)(N)c1ccc(C(=O)C(=O)c2ccccc2)cc1. Reactants: CC(=O)O, CC(C)(NC=O)c1ccc(C(=O)C(=O)c2ccccc2)cc1, Cl, O. The reactants are CC1(C(C2=C(C(=C(C=C2C1C)O)Cl)Cl)=O)C (2,2,3-trimethyl-5-hydroxy-6,7-dichloro-1-indanone), ICC(=O)O (iodoacetic acid), C([O-])([O-])=O.[K+].[K+] (potassium carbonate). As a reaction SMILES: [CH3:1][C:2]1([CH3:16])[CH:10]([CH3:11])[C:9]2[C:4](=[C:5]([Cl:14])[C:6]([Cl:13])=[C:7]([OH:12])[CH:8]=2)[C:3]1=[O:15].I[CH2:18][C:19]([OH:21])=[O:20].C(=O)([O-])[O-].[K+].[K+]>CC(C)=O>[O:15]=[C:3]1[C:4]2[C:9](=[CH:8][C:7]([O:12][CH2:18][C:19]([OH:21])=[O:20])=[C:6]([Cl:13])[C:5]=2[Cl:14])[CH:10]([CH3:11])[C:2]1([CH3:1])[CH3:16] |f:2.3.4|. The product is O=C1C(C(C2=CC(=C(C(=C12)Cl)Cl)OCC(=O)O)C)(C)C ((1-Oxo-2,2,3-trimethyl-6,7-dichloro-5-indanyloxy)acetic Acid). Reported procedure: A mixture of 2,2,3-trimethyl-5-hydroxy-6,7-dichloro-1-indanone (6.1 g., 0.025 mole), iodoacetic acid (5.58 g., 0.03 mole) and potassium carbonate (4.14 g., 0.03 mole) in acetone (80 ml.) is refluxed for 20 hours. The acetone is evaporated and the residue is dissolved in water and acidified with hydrochloric acid. The (1-oxo-2,2,3-trimethyl-6,7-dichloro-5-indanyloxy)acetic acid which separates is filtered, rinsed with water and dried. The solvent is CC(=O)C (acetone). Starting materials: O=CC1=CC=C(OC)C=C1. The reagents and catalysts are NC(C)(C)C, N1=CC=CC2=CC=CC(N)=C12, O1BOC(C)(C)C1(C)C, O1B(OC(C)(C)C1(C)C)B2OC(C)(C)C(O2)(C)C, C[OH2+].C[OH2+].C1CC=CCCC=C1.C1CC=CCCC=C1.[Ir].[Ir]. The solvent is O1CCCC1. Conditions: temperature 90 celsius, time 12 hour. Product: O=CC1=CC=C(OC)C=C1B2OC(C)(C)C(O2)(C)C. Yield: 60.0%. The reactants are FC=1C=C(C=CC1)NC(=O)C1=NC=CC=C1 (N-(3-Fluorophenyl)-2-pyridinecarboxamide), COC=1C=CC(=CC1)P2(=S)SP(=S)(S2)C=3C=CC(=CC3)OC (Lawesson's reagent). Solvent: C1(=CC=CC=C1)C (toluene). Product: FC=1C=C(C=CC1)NC(=S)C1=NC=CC=C1 (N-(3-fluorophenyl)-2-pyridinecarbothioamide). The yield is 48.4%. Reaction SMILES: [F:1][C:2]1[CH:3]=[C:4]([NH:8][C:9]([C:11]2[CH:16]=[CH:15][CH:14]=[CH:13][N:12]=2)=O)[CH:5]=[CH:6][CH:7]=1.COC1C=CC(P2(SP(C3C=CC(OC)=CC=3)(=S)S2)=[S:26])=CC=1>C1(C)C=CC=CC=1>[F:1][C:2]1[CH:3]=[C:4]([NH:8][C:9]([C:11]2[CH:16]=[CH:15][CH:14]=[CH:13][N:12]=2)=[S:26])[CH:5]=[CH:6][CH:7]=1. Procedure details: N-(3-Fluorophenyl)-2-pyridinecarboxamide (13.0 g, 60 mmol) and Lawesson's reagent (29.2 g, 72 mmol) were refluxed in toluene (180 mL) for 3 hours. The residue obtained after evaporating the solvent was flash chromatographed on silica gel (eluted with 2% ethyl acetate in petroleum ether) and then recrystallized from a mixture of dichloromethane and hexanes to yield a N-(3-fluorophenyl)-2-pyridinecarbothioamide as a yellow solid (6.75 g, 48%) m.p. 72°-76° C. The reactants are C([O-])([O-])=O.[Na+].[Na+] (sodium carbonate), C(C)(=O)OCC (ethyl acetate), BrC1=NC2=C(N1[C@H]1[C@H](OC(C)=O)[C@@H](OC(C)=O)[C@H](OC(C)=O)CO1)C=C(C(=C2)Cl)Cl (2-bromo-5,6-dichloro-1-(2,3,4-tri-O-acetyl-beta-D-xylopyranosyl)-1H-benzimidazole), C(C)(=O)O (acetic acid). The solvent is O (water), O1CCCC1 (tetrahydrofuran). Run at time 7 day. The product is BrC1=NC2=C(N1[C@H]1[C@H](O)[C@@H](O)[C@H](O)CO1)C=C(C(=C2)Cl)Cl (2-Bromo-5,6-dichloro-1-beta-D-xylopyranosyl-1H-benzimidazole). As a reaction SMILES: [Br:1][C:2]1[N:6]([C@@H:7]2[O:24][CH2:23][C@@H:18]([O:19]C(=O)C)[C@H:13]([O:14]C(=O)C)[C@H:8]2[O:9]C(=O)C)[C:5]2[CH:25]=[C:26]([Cl:30])[C:27]([Cl:29])=[CH:28][C:4]=2[N:3]=1.C(=O)([O-])[O-].[Na+].[Na+].C(O)(=O)C.C(OCC)(=O)C>O1CCCC1.O>[Br:1][C:2]1[N:6]([C@@H:7]2[O:24][CH2:23][C@@H:18]([OH:19])[C@H:13]([OH:14])[C@H:8]2[OH:9])[C:5]2[CH:25]=[C:26]([Cl:30])[C:27]([Cl:29])=[CH:28][C:4]=2[N:3]=1 |f:1.2.3|. Procedure details: To 2-bromo-5,6-dichloro-1-(2,3,4-tri-O-acetyl-beta-D-xylopyranosyl)-1H-benzimidazole (0.083 g, 0.16 mmol) magnetically stirring in 7 ml of tetrahydrofuran was added sodium carbonate (0.13 g, 1.2 mmol) in 1 ml of water. The mixture was allowed to stir at rt for 7 days, then heated at reflux for 2 h. The mixture was cooled to rt, neutralized with acetic acid (0.059 ml, 1.0 mmol) and stirred for an additional 0.5 h at rt. The product, 2-Bromo-5,6-dichloro-1-beta-D-xylopyranosyl-1H-benzimidazole, wa... The reactants are NC(CC1=CC=C(OC2=CC=C(C=C3C(NC(S3)=O)=O)C=C2)C=C1)C(=O)OC (5-[4-(4-(2-amino-2-methoxycarbonylethyl)phenoxy)benzilidene]thiazolidin-2,4-dione). Solvent: CO (methanol). Yields the product NC(CC1=CC=C(OC2=CC=C(CC3C(NC(S3)=O)=O)C=C2)C=C1)C(=O)OC (5-[4-(4-(2-amino-2-methoxycarbonylethyl)phenoxy)benzyl]thiazolidin-2,4-dione). Reaction SMILES: [NH2:1][CH:2]([C:25]([O:27][CH3:28])=[O:26])[CH2:3][C:4]1[CH:24]=[CH:23][C:7]([O:8][C:9]2[CH:22]=[CH:21][C:12]([CH:13]=[C:14]3[S:18][C:17](=[O:19])[NH:16][C:15]3=[O:20])=[CH:11][CH:10]=2)=[CH:6][CH:5]=1>CO>[NH2:1][CH:2]([C:25]([O:27][CH3:28])=[O:26])[CH2:3][C:4]1[CH:24]=[CH:23][C:7]([O:8][C:9]2[CH:22]=[CH:21][C:12]([CH2:13][CH:14]3[S:18][C:17](=[O:19])[NH:16][C:15]3=[O:20])=[CH:11][CH:10]=2)=[CH:6][CH:5]=1. Procedure details: To a solution of 5-[4-(4-(2-amino-2-methoxycarbonylethyl)phenoxy)benzilidene]thiazolidin-2,4-dione (0.7 g, 1.6 mmol) in methanol (20 ml) dry Pd/C (0.15 g) was added. After hydrogenating at 60 psi at 40° C. over night, the solution was filtered with Celite and evaporated under reduced pressure to yield quantitatively the title compound. This compound did not show melting in DSC but changes to black colour, in capillary and shrinks at 97-133° C. Compound 2. Starting materials: CI, CO, O=C(O)C(Cl)Oc1cccs1. Product: COC(=O)C(Cl)Oc1cccs1. RXN SMILES: [CH3:12][I:13].[CH3:14][OH:15].[Cl:1][CH:2]([C:3](=[O:4])[OH:5])[O:6][c:7]1[s:8][cH:9][cH:10][cH:11]1>>[Cl:1][CH:2]([C:3]([O:4][CH3:12])=[O:5])[O:6][c:7]1[s:8][cH:9][cH:10][cH:11]1.